This data is from the Open Reaction Database (ORD), a public repository of structured organic reaction records. The task is: describe an organic reaction: reactants, conditions, products, and yield Starting materials: C(CCCCCCCCCCCCCCCCC)(=O)C1=CNC2=CC=C(C=C12)C(=O)OC (Methyl 3-(n-octadecanoyl)indole-5-carboxylate), Cl(=O)(=O)(=O)O (perchloric acid). Reagents/catalysts: [Pd] (palladium on charcoal). Run in C(C)(=O)O (acetic acid). The product is C(CCCCCCCCCCCCCCCCC)C1CNC2=CC=C(C=C12)C(=O)OC ((RS)-methyl 3-(n-octadecyl)indoline-5-carboxylate). RXN SMILES: [C:1]([C:20]1[C:28]2[C:23](=[CH:24][CH:25]=[C:26]([C:29]([O:31][CH3:32])=[O:30])[CH:27]=2)[NH:22][CH:21]=1)(=O)[CH2:2][CH2:3][CH2:4][CH2:5][CH2:6][CH2:7][CH2:8][CH2:9][CH2:10][CH2:11][CH2:12][CH2:13][CH2:14][CH2:15][CH2:16][CH2:17][CH3:18].Cl(O)(=O)(=O)=O>C(O)(=O)C.[Pd]>[CH2:1]([CH:20]1[C:28]2[C:23](=[CH:24][CH:25]=[C:26]([C:29]([O:31][CH3:32])=[O:30])[CH:27]=2)[NH:22][CH2:21]1)[CH2:2][CH2:3][CH2:4][CH2:5][CH2:6][CH2:7][CH2:8][CH2:9][CH2:10][CH2:11][CH2:12][CH2:13][CH2:14][CH2:15][CH2:16][CH2:17][CH3:18]. Reported procedure: Methyl 3-(n-octadecanoyl)indole-5-carboxylate (17.30 g) was suspended in glacial acetic acid (400 ml), containing perchloric acid (11 ml, 70% w/v), and was hydrogenated over palladium on charcoal (5% w/w, 15 g) at atmospheric pressure and at a temperature of 80°-90° C. The mixture was then hot filtered through diatomaceous earth and was poured into water (150 ml) to give an off-white solid. The solid was collected, washed with water (2×100 ml) and was dissolved in ethyl acetate (1000 ml). The et... Starting materials: C[C@@H]1NCCC1 ((S)-2-methyl-pyrrolidine), NC[C@H]1N(CCC1)CC ((S)-(−)-2-aminomethyl-1-ethylpyrrolidine), C(C)=O (acetaldehyde). Product: CNCCN1[C@H](CCC1)C (N-methyl-2-[(2S)-2-methylpyrrolidin-1-yl]ethanamine). As a reaction SMILES: [CH3:1][C@H:2]1[CH2:6][CH2:5][CH2:4][NH:3]1.N[CH2:8][C@@H:9]1CC[CH2:11][N:10]1CC.C(=O)C>>[CH3:11][NH:10][CH2:9][CH2:8][N:3]1[CH2:4][CH2:5][CH2:6][C@@H:2]1[CH3:1]. Procedure details: By using (S)-2-methyl-pyrrolidine (250 mg) as a starting material, the title compound (0.34 g) was obtained in the same manners as those of Reference Example 1, (1) and Reference Example 39, (2). Reactants: N1=C(C=CC=C1)CC#N (2-pyridylacetonitrile), NC1=NC=C(C(=N1)N)C=O (2,4-diamino-5-pyrimidinecarboxaldehyde). The product is N1=C(C=CC=C1)C1=CC2=C(N=C(N=C2)N)N=C1N (6-Pyridin-2-yl-pyrido[2,3-d]pyrimidine-2,7-diamine). RXN SMILES: [N:1]1[CH:6]=[CH:5][CH:4]=[CH:3][C:2]=1[CH2:7][C:8]#[N:9].[NH2:10][C:11]1[N:16]=[C:15]([NH2:17])[C:14]([CH:18]=O)=[CH:13][N:12]=1>>[N:1]1[CH:6]=[CH:5][CH:4]=[CH:3][C:2]=1[C:7]1[C:8]([NH2:9])=[N:17][C:15]2[N:16]=[C:11]([NH2:10])[N:12]=[CH:13][C:14]=2[CH:18]=1. Procedure: The procedure of Example 1 was followed to react 0.84 mL of 2-pyridylacetonitrile and 1.0 g of 2,4-diamino-5-pyrimidinecarboxaldehyde to afford the title compound, mp 312°-321° C.